This data is from the Open Reaction Database (ORD), a public repository of structured organic reaction records. The task is: describe an organic reaction: reactants, conditions, products, and yield Reactants: CCOC(=O)C=Cc1csc(NC(=O)Nc2ccc(Br)cc2)n1, O=Cc1csc(NC(=O)Nc2ccc(Br)cc2)n1, CCOC(=O)C=P(c1ccccc1)(c1ccccc1)c1ccccc1, CC(C)C[Al+]CC(C)C, CCCCCC, [H-], C1CCOC1. The product is O=C(Nc1ccc(Br)cc1)Nc1nc(C=CCO)cs1. As a reaction SMILES: [Br:1][c:2]1[cH:3][cH:4][c:5]([NH:8][C:9]([NH:10][c:11]2[s:12][cH:13][c:14]([CH:16]=[CH:17][C:18](=[O:19])[O:20][CH2:21][CH3:22])[n:15]2)=[O:23])[cH:6][cH:7]1.[Br:24][c:25]1[cH:26][cH:27][c:28]([NH:29][C:30](=[O:31])[NH:32][c:33]2[s:34][cH:35][c:36]([CH:37]=[O:38])[n:39]2)[cH:40][cH:41]1.[CH2:42]([O:43][C:44]([CH:45]=[P:46]([c:47]1[cH:48][cH:49][cH:50][cH:51][cH:52]1)([c:53]1[cH:54][cH:55][cH:56][cH:57][cH:58]1)[c:59]1[cH:60][cH:61][cH:62][cH:63][cH:64]1)=[O:65])[CH3:66].[CH2:68]([Al+:69][CH2:70][CH:71]([CH3:72])[CH3:73])[CH:74]([CH3:75])[CH3:76].[CH3:82][CH2:83][CH2:84][CH2:85][CH2:86][CH3:87].[H-:67].[O:77]1[CH2:78][CH2:79][CH2:80][CH2:81]1>>[Br:1][c:2]1[cH:3][cH:4][c:5]([NH:8][C:9]([NH:10][c:11]2[s:12][cH:13][c:14]([CH:16]=[CH:17][CH2:18][OH:19])[n:15]2)=[O:23])[cH:6][cH:7]1. Starting materials: BrC1=CC(=C(C(C(=O)O)=C1)O)[N+](=O)[O-] (5-bromo-3-nitro-salicylic acid), S(=O)(Cl)Cl (thionyl chloride), S(O)(O)(=O)=O (sulfuric acid), CNC (dimethylamine), C1CCOC1 (THF). Solvent: C(C)#N (acetonitrile), O (water), O (water). Reaction conditions: temperature 70 celsius, time 3 hour. The product is OC1=C(C(=O)N(C)C)C=CC=C1 (2-Hydroxy-N,N-dimethylbenzamide). Yield: 80.0%. As a reaction SMILES: Br[C:2]1[CH:10]=[C:6]([C:7](O)=[O:8])[C:5]([OH:11])=[C:4]([N+]([O-])=O)[CH:3]=1.S(Cl)(Cl)=O.[CH3:19][NH:20][CH3:21].C1COCC1.S(=O)(=O)(O)O>O.C(#N)C>[OH:11][C:5]1[CH:4]=[CH:3][CH:2]=[CH:10][C:6]=1[C:7]([N:20]([CH3:21])[CH3:19])=[O:8]. Procedure details: To a three neck flask was charged (50.0 g, 190.8 mmol) of 5-bromo-3-nitro-salicylic acid (Davos, 464 Hudson Terrace, Englewood, N.J. 07362), 200 ml of acetonitrile and 14 ml (191.9 mmol) of thionyl chloride. The resulting mixture was heated at 70° C. for 2 hours. The mixture was then cooled to 5-10° C. and a solution of dimethylamine in THF (2M, 210 ml, 2.2 eq.) was added slowly over one hour. The reaction mixture was then warmed to ambient temperature and stirred for another 3 hours. The mixtur... The reactants are N12CCC(CC1)(CC2)C(O)(C2=CC=CC=C2)C2=CC=CC=C2 (1-Azabicyclo[2.2.2]oct-4-yl(diphenyl)methanol), BrCCOCC1=CC=C(C=C1)F (1-{[(2-bromoethyl)oxy]methyl}-4-fluorobenzene). The solvent is CC#N.C(Cl)(Cl)Cl (CH3CN CHCl3). Run at temperature 60 celsius. Product: [Br-].FC1=CC=C(C=C1)COCC[N+]12CCC(CC1)(CC2)C(C2=CC=CC=C2)(C2=CC=CC=C2)O (1-(2-{[(4-fluorophenyl)methyl]oxy}ethyl)-4-[hydroxy(diphenyl)methyl]-1-azoniabicyclo[2.2.2]octane bromide). Isolated yield 16.8%. Reaction SMILES: [N:1]12[CH2:8][CH2:7][C:4]([C:9]([C:17]3[CH:22]=[CH:21][CH:20]=[CH:19][CH:18]=3)([C:11]3[CH:16]=[CH:15][CH:14]=[CH:13][CH:12]=3)[OH:10])([CH2:5][CH2:6]1)[CH2:3][CH2:2]2.[Br:23][CH2:24][CH2:25][O:26][CH2:27][C:28]1[CH:33]=[CH:32][C:31]([F:34])=[CH:30][CH:29]=1>CC#N.C(Cl)(Cl)Cl>[Br-:23].[F:34][C:31]1[CH:30]=[CH:29][C:28]([CH2:27][O:26][CH2:25][CH2:24][N+:1]23[CH2:6][CH2:5][C:4]([C:9]([OH:10])([C:17]4[CH:22]=[CH:21][CH:20]=[CH:19][CH:18]=4)[C:11]4[CH:12]=[CH:13][CH:14]=[CH:15][CH:16]=4)([CH2:3][CH2:2]2)[CH2:7][CH2:8]3)=[CH:33][CH:32]=1 |f:2.3,4.5|. Reported procedure: 1-Azabicyclo[2.2.2]oct-4-yl(diphenyl)methanol (30 mg, 0.102 mmol) was added to a solution of 1-{[(2-bromoethyl)oxy]methyl}-4-fluorobenzene (33 mg, 0.143 mmol) in 2:3 CH3CN/CHCl3 (3 mL), and the reaction was heated at 60° C. for 96 h. The reaction was concentrated, and the crude product washed with EtOAc (3×1 mL). The product was dried under high vacuum to give the title compound (9 mg, 16%). LC/MS ESI RT 1.89 min M+446 Starting materials: C1(=CC=CC=C1)S(=O)(=O)CC1=CC=C(C(=C1C(=O)O)NCCNC(=O)OC(C)(C)C)C1=COC=C1 (6-(Benzenesulphonylmethyl)-2-[2-(t-butoxycarbonylamino)ethylamino]-3-(furan-3-yl)benzoic acid), C(C)N(C\C=C/C1=C(C=CC(=C1)F)S(=O)(=O)CC1=CC=C(C(=C1C(=O)OC)O)C1=COC=C1)CC ((Z)-methyl 6-((2-(3-(diethylamino)prop-1-enyl)-4-fluorobenzenesulfonyl)methyl)-3-(furan-3-yl)-2-hydroxybenzoate), C(C)N(C\C=C/C1=C(C=CC(=C1)F)S(=O)(=O)CC1=CC=C(C(=C1C(=O)OC)O)C1=COC=C1)CC ((Z)-methyl 6-((2-(3-(diethylamino)prop-1-enyl)-4-fluorobenzenesulfonyl)methyl)-3-(furan-3-yl)-2-hydroxybenzoate). Product: C(C)N(C\C=C/C1=C(C=CC(=C1)F)S(=O)(=O)CC1=CC=C(C(=C1C(=O)O)O)C1=COC=C1)CC ((Z)-6-((2-(3-(Diethylamino)prop-1-enyl)-4-fluorobenzenesulfonyl)methyl)-3-(furan-3-yl)-2-hydroxybenzoic acid). As a reaction SMILES: C1(S(CC2C(C(O)=O)=C(NCCNC(OC(C)(C)C)=O)C(C3C=COC=3)=CC=2)(=O)=O)C=CC=CC=1.[CH2:36]([N:38]([CH2:69][CH3:70])[CH2:39]/[CH:40]=[CH:41]\[C:42]1[CH:47]=[C:46]([F:48])[CH:45]=[CH:44][C:43]=1[S:49]([CH2:52][C:53]1[C:58]([C:59]([O:61]C)=[O:60])=[C:57]([OH:63])[C:56]([C:64]2[CH:68]=[CH:67][O:66][CH:65]=2)=[CH:55][CH:54]=1)(=[O:51])=[O:50])[CH3:37]>>[CH2:69]([N:38]([CH2:36][CH3:37])[CH2:39]/[CH:40]=[CH:41]\[C:42]1[CH:47]=[C:46]([F:48])[CH:45]=[CH:44][C:43]=1[S:49]([CH2:52][C:53]1[C:58]([C:59]([OH:61])=[O:60])=[C:57]([OH:63])[C:56]([C:64]2[CH:68]=[CH:67][O:66][CH:65]=2)=[CH:55][CH:54]=1)(=[O:51])=[O:50])[CH3:70]. Procedure: Prepared by proceeding in a similar manner to Intermediate 121, starting from (Z)-methyl 6-((2-(3-(diethylamino)prop-1-enyl)-4-fluorobenzenesulfonyl)methyl)-3-(furan-3-yl)-2-hydroxybenzoate (Intermediate 196).